From a dataset of the Open Reaction Database (ORD), a public repository of structured organic reaction records. describe an organic reaction: reactants, conditions, products, and yield Reactants: N1=C(C=CC=C1)[C@@]1(CCOC2(CCCC2)C1)CCN (2-[(9R)-9-(Pyridin-2-yl)-6-oxaspiro[4.5]decan-9-yl]ethan-1-amine), S(=O)(=O)([O-])[O-].[Na+].[Na+] (sodium sulfate), Cl (HCl), [BH4-].[Na+] (NaBH4), COC1=C(SC=C1)C=O (3-methoxythiophene-2-carboxaldehyde). Run in C(Cl)Cl (CH2Cl2), CCOCC (Et2O), CO (MeOH). Run at time 8 hour. Yields the product Cl.COC1=C(SC=C1)CNCC[C@]1(CCOC2(CCCC2)C1)C1=NC=CC=C1 ([(3-methoxythiophen-2-yl)methyl]({2-[(9R)-9-(pyridin-2-yl)-6-oxaspiro[4.5]decan-9-yl]ethyl})amine monohydrochloride). Yield: 41.0%. RXN SMILES: [N:1]1[CH:6]=[CH:5][CH:4]=[CH:3][C:2]=1[C@@:7]1([CH2:17][CH2:18][NH2:19])[CH2:16][C:11]2([CH2:15][CH2:14][CH2:13][CH2:12]2)[O:10][CH2:9][CH2:8]1.S([O-])([O-])(=O)=O.[Na+].[Na+].[CH3:27][O:28][C:29]1[CH:33]=[CH:32][S:31][C:30]=1[CH:34]=O.[BH4-].[Na+].[ClH:38]>CCOCC.CO.C(Cl)Cl>[ClH:38].[CH3:27][O:28][C:29]1[CH:33]=[CH:32][S:31][C:30]=1[CH2:34][NH:19][CH2:18][CH2:17][C@:7]1([C:2]2[CH:3]=[CH:4][CH:5]=[CH:6][N:1]=2)[CH2:16][C:11]2([CH2:15][CH2:14][CH2:13][CH2:12]2)[O:10][CH2:9][CH2:8]1 |f:1.2.3,5.6,11.12|. Procedure: Into a vial were added 2-[(9R)-9-(Pyridin-2-yl)-6-oxaspiro[4.5]decan-9-yl]ethan-1-amine (500 mg, 1.92 mmole), 18 mL CH2Cl2 and sodium sulfate (1.3 g, 9.6 mmole). The 3-methoxythiophene-2-carboxaldehyde (354 mg, 2.4 mmole) was then added, and the misture was stirred overnight. NaBH4 (94 mg, 2.4 mmole) was added to the reaction mixture, stirred for 10 minutes, and then MeOH (6.0 mL) was added, stirred 1 h, and finally quenched with water. The organics were separated off and evaporated. The crude r... Reactants: C1(CC1)NC1=C(N)C=C(C=C1)C=1OC2=C(N1)C=CC=C2 (2-(2-cyclopropylaminoanilin-5-yl)benzoxazole), COC(C)(OC)OC (1,1,1-trimethoxyethane). Run in CO (methanol). Conditions: time 6 hour. Product: O1C(=NC2=C1C=CC=C2)C2=CC1=C(N(C(=N1)C)C1CC1)C=C2 (5-(benzoxazol-2-yl)-2-methyl-1-cyclopropylbenzimidazole). The yield is 51.6%. Reaction SMILES: [CH:1]1([NH:4][C:5]2[CH:11]=[CH:10][C:9]([C:12]3[O:13][C:14]4[CH:20]=[CH:19][CH:18]=[CH:17][C:15]=4[N:16]=3)=[CH:8][C:6]=2[NH2:7])[CH2:3][CH2:2]1.CO[C:23](OC)(OC)[CH3:24]>CO>[O:13]1[C:14]2[CH:20]=[CH:19][CH:18]=[CH:17][C:15]=2[N:16]=[C:12]1[C:9]1[CH:10]=[CH:11][C:5]2[N:4]([CH:1]3[CH2:2][CH2:3]3)[C:23]([CH3:24])=[N:7][C:6]=2[CH:8]=1. Procedure details: To a methanol (5 mL) solution of 2-(2-cyclopropylaminoanilin-5-yl)benzoxazole (see Working Example 53-1) (140 mg, 0.425 mmol) was added 1,1,1-trimethoxyethane (75 mg, 0.624 mmol), and this was stirred at room temperature for 6 hours. After the reaction was complete, this was concentrated, and the residue obtained was purified by silica gel column chromatography to yield the imidazole (63.5 mg, 42% yield). Reactants: C1CCOC1, CCOC(=O)CC(=O)Nc1cc(-c2ccccc2)no1, [Na+], [OH-], O. Yields the product O=C(O)CC(=O)Nc1cc(-c2ccccc2)no1. RXN SMILES: [CH2:23]1[O:24][CH2:25][CH2:26][CH2:27]1.[CH2:3]([CH3:4])[O:5][C:6]([CH2:7][C:8](=[O:9])[NH:10][c:11]1[cH:12][c:13](-[c:16]2[cH:17][cH:18][cH:19][cH:20][cH:21]2)[n:14][o:15]1)=[O:22].[Na+:2].[OH-:1].[OH2:28]>>[O:5]=[C:6]([CH2:7][C:8](=[O:9])[NH:10][c:11]1[cH:12][c:13](-[c:16]2[cH:17][cH:18][cH:19][cH:20][cH:21]2)[n:14][o:15]1)[OH:22].